Dataset: the Open Reaction Database (ORD), a public repository of structured organic reaction records. Task: describe an organic reaction: reactants, conditions, products, and yield Reactants: N (Ammonia), C1(=CC=CC=C1)C(C(=O)OCC)C (ethyl 2-phenyl-propionate), N (ammonia). Run in C(C)(C)(C)O (tert-butanol). Product: C1(=CC=CC=C1)[C@H](C(=O)N)C ((R)-2-phenyl-propionamide). Isolated yield 90.0%. As a reaction SMILES: [C:1]1([CH:7]([CH3:13])[C:8](OCC)=[O:9])[CH:6]=[CH:5][CH:4]=[CH:3][CH:2]=1.[NH3:14]>C(O)(C)(C)C>[C:1]1([C@@H:7]([CH3:13])[C:8]([NH2:14])=[O:9])[CH:6]=[CH:5][CH:4]=[CH:3][CH:2]=1. Reported procedure: A mixture of 1.6 g of ethyl 2-phenyl-propionate and 18 ml of tert-butanol is treated at 50° C. with stirring with 0.35 g of lipase from Candida antarctica (Novozym 435, activity 7000 PLU/g). Ammonia is then passed into the reaction mixture with stirring at 50° to 53° C. until it is saturated. The mixture is stirred at 50° to 53° C. for a further 8 hours and during the course of this a slow stream of ammonia is continuously passed through the apparatus. The mixture is then worked up in the manner... Starting materials: COc1ccc(OC)c(C(=O)CC(O)C(=O)O)c1, CC(=O)O, Cl. Product: COc1ccc(OC)c(C(=O)C=CC(=O)O)c1. Reaction SMILES: [CH3:1][O:2][c:3]1[c:4]([C:11]([CH2:12][CH:13]([C:14](=[O:15])[OH:16])[OH:17])=[O:18])[cH:5][c:6]([O:9][CH3:10])[cH:7][cH:8]1.[CH3:20][C:21](=[O:22])[OH:23].[ClH:19]>>[CH3:1][O:2][c:3]1[c:4]([C:11]([CH:12]=[CH:13][C:14](=[O:15])[OH:16])=[O:18])[cH:5][c:6]([O:9][CH3:10])[cH:7][cH:8]1. The reactants are [Na] (sodium), C(C)O (ethanol), C(C)O (ethanol), C(C)C(C(=O)Cl)C(=O)Cl (ethyl malonyl chloride), ClC1=CC=C(CNC2=C(C(=O)OC)C=CC=N2)C=C1 (methyl 2-(4-chlorobenzylamino)nicotinate), C([O-])(O)=O.[Na+] (sodium bicarbonate). Solvent: O (Water), ClCCl (dichloromethane), ClCCl (dichloromethane). Run at time 18 hour. Product: ClC1=CC=C(CN2C(C(=C(C3=CC=CN=C23)O)C(=O)OCC)=O)C=C1 (ethyl 1-(4-chlorobenzyl)-4-hydroxy-2-oxo-1,2-dihydro-1,8-naphthyridine-3-carboxylate). As a reaction SMILES: C([CH:3]([C:7](Cl)=[O:8])[C:4](Cl)=[O:5])C.[Cl:10][C:11]1[CH:28]=[CH:27][C:14]([CH2:15][NH:16][C:17]2[N:26]=[CH:25][CH:24]=[CH:23][C:18]=2[C:19]([O:21]C)=O)=[CH:13][CH:12]=1.C(=O)(O)[O-:30].[Na+].[Na].[CH2:35](O)[CH3:36]>ClCCl.O>[Cl:10][C:11]1[CH:12]=[CH:13][C:14]([CH2:15][N:16]2[C:17]3[C:18](=[CH:23][CH:24]=[CH:25][N:26]=3)[C:19]([OH:21])=[C:3]([C:4]([O:5][CH2:35][CH3:36])=[O:30])[C:7]2=[O:8])=[CH:27][CH:28]=1 |f:2.3,^1:33|. Procedure: A solution ethyl malonyl chloride (3.11 ml) in dichloromethane (11 ml) was added dropwise to a mixture of methyl 2-(4-chlorobenzylamino)nicotinate (5.00 g) and sodium bicarbonate (1.80 g) in dichloromethane (27 ml) at 10° C. under nitrogen. The mixture was boiled under reflux for 6 hours and then left to stand at ambient temperature for 18 hours. The mixture was boiled for a further 6 hours then left to stand at ambient temperature for 64 hours. Water (100 ml) was added and the mixture was stirr... Isolated yield 60.0%. Reported procedure: To a solution of 2-(4-fluoro-phenoxymethyl)-1H-imidazole in DMF was added freshly ground K2CO3 followed by bromomethyl-3-chloro-5-iodo-benzene. The reaction mixture was stirred at room temperature until most of starting material was consumed. The reaction mixture was then diluted with ethyl acetate and washed with water. The organic phase was dried over MgSO4 and concentrated. The resulting residue was purified by silica gel preparative TLC using CH2Cl2:MeOH 95:5 as an eluent to afford the title... Solvent: CN(C)C=O (DMF). Starting materials: FC1=CC=C(OCC=2NC=CN2)C=C1 (2-(4-fluoro-phenoxymethyl)-1H-imidazole), C(=O)([O-])[O-].[K+].[K+] (K2CO3), BrCC1=CC(=CC(=C1)I)Cl (bromomethyl-3-chloro-5-iodo-benzene). Yields the product ClC=1C=C(CN2C(=NC=C2)COC2=CC=C(C=C2)F)C=C(C1)I (1-(3-Chloro-5-iodo-benzyl)-2-(4-fluoro-phenoxymethyl)-1H-imidazole). RXN SMILES: [F:1][C:2]1[CH:14]=[CH:13][C:5]([O:6][CH2:7][C:8]2[NH:9][CH:10]=[CH:11][N:12]=2)=[CH:4][CH:3]=1.C([O-])([O-])=O.[K+].[K+].Br[CH2:22][C:23]1[CH:28]=[C:27]([I:29])[CH:26]=[C:25]([Cl:30])[CH:24]=1>CN(C=O)C>[Cl:30][C:25]1[CH:24]=[C:23]([CH:28]=[C:27]([I:29])[CH:26]=1)[CH2:22][N:12]1[CH:11]=[CH:10][N:9]=[C:8]1[CH2:7][O:6][C:5]1[CH:13]=[CH:14][C:2]([F:1])=[CH:3][CH:4]=1 |f:1.2.3|. Product: C1(CC1)CCOC=1C=C2C=3C=C(C=CC3C3=C(NC(=N3)C3=C(C=C(C=C3Br)F)Br)C2=CC1)CC(C)(O)C (1-[9-(2-cyclopropylethoxy)-2-(2,6-dibromo-4-fluorophenyl)-1H-phenanthro[9,10-d]imidazol-6-yl]-2-methylpropan-2-ol). RXN SMILES: [Si]([O:8][C:9]([CH3:44])([CH3:43])[CH2:10][C:11]1[CH:12]=[CH:13][C:14]2[C:27]3[N:26]=[C:25]([C:28]4[C:33]([Br:34])=[CH:32][C:31]([F:35])=[CH:30][C:29]=4[Br:36])[NH:24][C:23]=3[C:22]3[C:17](=[CH:18][C:19]([O:37][CH2:38][CH2:39][CH:40]4[CH2:42][CH2:41]4)=[CH:20][CH:21]=3)[C:15]=2[CH:16]=1)(C(C)(C)C)(C)C.[Si](OC(C)(C)CC1C=CC2C3N=C(C4C(Br)=CC=CC=4Br)NC=3C3C(=CC(OCC4CC4)=CC=3)C=2C=1)(C(C)(C)C)(C)C>>[CH:40]1([CH2:39][CH2:38][O:37][C:19]2[CH:18]=[C:17]3[C:22](=[CH:21][CH:20]=2)[C:23]2[NH:24][C:25]([C:28]4[C:29]([Br:36])=[CH:30][C:31]([F:35])=[CH:32][C:33]=4[Br:34])=[N:26][C:27]=2[C:14]2[CH:13]=[CH:12][C:11]([CH2:10][C:9]([CH3:44])([OH:8])[CH3:43])=[CH:16][C:15]3=2)[CH2:42][CH2:41]1. Starting materials: [Si](C)(C)(C(C)(C)C)OC(CC=1C=CC2=C(C1)C1=CC(=CC=C1C=1NC(=NC12)C1=C(C=C(C=C1Br)F)Br)OCCC1CC1)(C)C (6-(2-{[tert-butyl(dimethyl)silyl]oxy}-2-methylpropyl)-9-(2-cyclopropylethoxy)-2-(2,6-dibromo-4-fluorophenyl)-1H-phenanthro[9,10-d]imidazole), [Si](C)(C)(C(C)(C)C)OC(CC=1C=CC2=C(C1)C1=CC(=CC=C1C=1NC(=NC12)C1=C(C=CC=C1Br)Br)OCC1CC1)(C)C (6-(2-{[tert-butyl(dimethyl)silyl]oxy}-2-methylpropyl)-9-(cyclopropylmethoxy)-2-(2,6-dibromophenyl)-1H-phenanthro[9,10-d]imidazole). Procedure details: This imidazole was prepared as described in Step 8 of Route A of Example 168, substituting 6-(2-{[tert-butyl(dimethyl)silyl]oxy}-2-methylpropyl)-9-(2-cyclopropylethoxy)-2-(2,6-dibromo-4-fluorophenyl)-1H-phenanthro[9,10-d]imidazole from Step 5 above for 6-(2-{[tert-butyl(dimethyl)silyl]oxy}-2-methylpropyl)-9-(cyclopropylmethoxy)-2-(2,6-dibromophenyl)-1H-phenanthro[9,10-d]imidazole. The reactants are CCN=C=NCCCN(C)C, COc1ccc(Cn2ncc3c(N(CCN4CCOCC4)c4ccc(N)cc4F)ccnc32)cc1, CCN(C(C)C)C(C)C, O=C(O)c1ccnn(-c2ccc(F)cc2)c1=O, CN(C)C=O, On1nnc2ccccc21. Product: COc1ccc(Cn2ncc3c(N(CCN4CCOCC4)c4ccc(NC(=O)c5ccnn(-c6ccc(F)cc6)c5=O)cc4F)ccnc32)cc1. RXN SMILES: [CH3:18][CH2:19][N:20]=[C:21]=[N:22][CH2:23][CH2:24][CH2:25][N:26]([CH3:27])[CH3:28].[CH3:48][O:49][c:50]1[cH:51][cH:52][c:53]([CH2:54][n:55]2[n:56][cH:57][c:58]3[c:59]2[n:60][cH:61][cH:62][c:63]3[N:64]([c:65]2[c:66]([F:72])[cH:67][c:68]([NH2:71])[cH:69][cH:70]2)[CH2:73][CH2:74][N:75]2[CH2:76][CH2:77][O:78][CH2:79][CH2:80]2)[cH:81][cH:82]1.[CH:39]([N:40]([CH2:41][CH3:42])[CH:43]([CH3:44])[CH3:45])([CH3:46])[CH3:47].[F:1][c:2]1[cH:3][cH:4][c:5](-[n:8]2[n:9][cH:10][cH:11][c:12]([C:15](=[O:16])[OH:17])[c:13]2=[O:14])[cH:6][cH:7]1.[O:83]=[CH:84][N:85]([CH3:86])[CH3:87].[OH:29][n:30]1[c:31]2[c:32]([cH:33][cH:34][cH:35][cH:36]2)[n:37][n:38]1>>[F:1][c:2]1[cH:3][cH:4][c:5](-[n:8]2[n:9][cH:10][cH:11][c:12]([C:15](=[O:17])[NH:71][c:68]3[cH:67][c:66]([F:72])[c:65]([N:64]([c:63]4[c:58]5[cH:57][n:56][n:55]([CH2:54][c:53]6[cH:52][cH:51][c:50]([O:49][CH3:48])[cH:82][cH:81]6)[c:59]5[n:60][cH:61][cH:62]4)[CH2:73][CH2:74][N:75]4[CH2:76][CH2:77][O:78][CH2:79][CH2:80]4)[cH:70][cH:69]3)[c:13]2=[O:14])[cH:6][cH:7]1.